Dataset: the Open Reaction Database (ORD), a public repository of structured organic reaction records. Task: describe an organic reaction: reactants, conditions, products, and yield Yields the product NC(Cc1cccc(OC(F)(F)C(F)F)c1)C(O)c1ccc(O)cc1. Reactants: C, CCO, NC(Cc1cccc(OC(F)(F)C(F)F)c1)C(O)c1ccc(OCc2ccccc2)cc1, [Pd]. As a reaction SMILES: [C:36].[CH3:33][CH2:34][OH:35].[NH2:1][CH:2]([CH:3]([OH:4])[c:5]1[cH:6][cH:7][c:8]([O:11][CH2:12][c:13]2[cH:14][cH:15][cH:16][cH:17][cH:18]2)[cH:9][cH:10]1)[CH2:19][c:20]1[cH:21][c:22]([O:26][C:27]([CH:28]([F:29])[F:30])([F:31])[F:32])[cH:23][cH:24][cH:25]1.[Pd:37]>>[NH2:1][CH:2]([CH:3]([OH:4])[c:5]1[cH:6][cH:7][c:8]([OH:11])[cH:9][cH:10]1)[CH2:19][c:20]1[cH:21][c:22]([O:26][C:27]([CH:28]([F:29])[F:30])([F:31])[F:32])[cH:23][cH:24][cH:25]1. The reactants are [Br-], CCC1C(=O)CCN1C(=O)OCc1ccccc1, CCOCC, C[Mg+], [Ce+3], [Cl-], [Cl-], [Cl-]. Product: CCC1N(C(=O)OCc2ccccc2)CCC1(C)O. As a reaction SMILES: [Br-:10].[CH2:13]([CH3:14])[CH:15]1[N:16]([C:21](=[O:22])[O:23][CH2:24][c:25]2[cH:26][cH:27][cH:28][cH:29][cH:30]2)[CH2:17][CH2:18][C:19]1=[O:20].[CH2:5]([O:6][CH2:7][CH3:8])[CH3:9].[CH3:11][Mg+:12].[Ce+3:2].[Cl-:1].[Cl-:3].[Cl-:4]>>[CH3:5][C:19]1([OH:20])[CH:15]([CH2:13][CH3:14])[N:16]([C:21](=[O:22])[O:23][CH2:24][c:25]2[cH:26][cH:27][cH:28][cH:29][cH:30]2)[CH2:17][CH2:18]1. Starting materials: CC(=O)C1=CC(=CC=C1)Br (3-bromoacetophenone), C(=O)O (formic acid), C(=O)N (formamide). Conditions: temperature 172.5 celsius, time 24 hour. Product: BrC=1C=C(C=CC1)C(C)N (1-(3-Bromophenyl)ethanamine). The yield is 57.0%. RXN SMILES: [CH3:1][C:2]([C:4]1[CH:9]=[CH:8][CH:7]=[C:6]([Br:10])[CH:5]=1)=O.C(O)=O.C([NH2:16])=O>>[Br:10][C:6]1[CH:5]=[C:4]([CH:2]([NH2:16])[CH3:1])[CH:9]=[CH:8][CH:7]=1. Reported procedure: A mixture of 3-bromoacetophenone (10.0 g, 50 mmol), formic acid (12.0 g, 250 mmol) and formamide (50 mL) was heated at 165-180° C. with stirring for 24 h. The reaction mixture was cooled to room temperature and extracted with toluene; the extract was concentrated in vacuo. The residue was mixed with 3N hydrochloric acid (20 mL) and heated at reflux for 48 h, cooled to room temperature, washed with ether and neutralized with 20% aqueous NaOH solution. The neutralized solution was extracted with e... The reactants are NC1=CC=C(C=C1)C=1C(CC(NN1)=O)C (6-(4-aminophenyl)-5-methyl-4,5-dihydro-3(2H)-pyridazinone), BrCCC(=O)Cl (3-bromoproionylchloride). Run in C1(=CC=CC=C1)C (toluene). The product is BrCCC(=O)NC1=CC=C(C=C1)C=1C(CC(NN1)=O)C (6-[4-(3-bromopropionamido)phenyl]-5-methyl-4,5-dihydro-3(2H)-pyridazinone). Yield: 96.2%. RXN SMILES: [NH2:1][C:2]1[CH:7]=[CH:6][C:5]([C:8]2[CH:9]([CH3:15])[CH2:10][C:11](=[O:14])[NH:12][N:13]=2)=[CH:4][CH:3]=1.[Br:16][CH2:17][CH2:18][C:19](Cl)=[O:20]>C1(C)C=CC=CC=1>[Br:16][CH2:17][CH2:18][C:19]([NH:1][C:2]1[CH:7]=[CH:6][C:5]([C:8]2[CH:9]([CH3:15])[CH2:10][C:11](=[O:14])[NH:12][N:13]=2)=[CH:4][CH:3]=1)=[O:20]. Reported procedure: A suspension of 6-(4-aminophenyl)-5-methyl-4,5-dihydro-3(2H)-pyridazinone (Curran et al., J. Med. Chem. 17, 273 (1974)) (75.0 g, 0.369 mol) and 3-bromoproionylchloride (100 g, 0.583 mol) in toluene (800 ml) was stirred under reflux for 16 hours. The reaction mixture was allowed to cool and the solid product collected, dried and stirred with water (500 ml) for 30 minutes. The crude product was collected, washed with water (500 ml) and dried to give 6-[4-(3-bromopropionamido)phenyl]-5-methyl-4,5-d... Reactants: [K] (potassium), ClC1=CC=C(C=C1)C1=CC=C(S1)C(C(=O)O)=O (5-(4-chlorophenyl)thien-2-ylglyoxylic acid). The product is ClC1=CC=C(C=C1)C1=CC=C(S1)C(C(=O)O)O (5-(4-chlorophenyl)thien-2-ylglycolic acid). Reaction SMILES: [K].[Cl:2][C:3]1[CH:8]=[CH:7][C:6]([C:9]2[S:13][C:12]([C:14](=[O:18])[C:15]([OH:17])=[O:16])=[CH:11][CH:10]=2)=[CH:5][CH:4]=1>>[Cl:2][C:3]1[CH:4]=[CH:5][C:6]([C:9]2[S:13][C:12]([CH:14]([OH:18])[C:15]([OH:17])=[O:16])=[CH:11][CH:10]=2)=[CH:7][CH:8]=1 |^1:0|. Procedure details: When the above procedure was repeated starting with the potassium salt of 5-(4-chlorophenyl)thien-2-ylglyoxylic acid, there was obtained 5-(4-chlorophenyl)thien-2-ylglycolic acid, m.p. 158°-160° C. Reactants: BrCc1cccc(Br)c1, C1CCOC1, [Cl-], [H-], [NH4+], [Na+], COC(=O)C(C)(C)O. Yields the product COC(=O)C(C)(C)OCc1cccc(Br)c1. As a reaction SMILES: [Br:11][c:12]1[cH:13][c:14]([CH2:15][Br:16])[cH:17][cH:18][cH:19]1.[CH2:22]1[O:23][CH2:24][CH2:25][CH2:26]1.[Cl-:20].[H-:9].[NH4+:21].[Na+:10].[OH:1][C:2]([C:3](=[O:4])[O:5][CH3:6])([CH3:7])[CH3:8]>>[O:1]([C:2]([C:3](=[O:4])[O:5][CH3:6])([CH3:7])[CH3:8])[CH2:15][c:14]1[cH:13][c:12]([Br:11])[cH:19][cH:18][cH:17]1. Starting materials: BrC=1C=C(C=CC1)C1=NC(=CC(=N1)C1=CC=C(C=C1)Cl)C(F)(F)F (2-(3-bromo-phenyl)-4-(4-chloro-phenyl)-6-trifluoromethyl-pyrimidine), NC1=NC=C(C=C1)B1OC(C(O1)(C)C)(C)C (2-amino-5-(4,4,5,5-tetramethyl-1,3,2-dioxaborolan-2-yl)pyridine). Yields the product ClC1=CC=C(C=C1)C1=NC(=NC(=C1)C(F)(F)F)C=1C=C(C=CC1)C=1C=CC(=NC1)N (5-{3-[4-(4-Chloro-phenyl)-6-trifluoromethyl-pyrimidin-2-yl]-phenyl}-pyridin-2-ylamine), solid. Isolated yield 66.0%. RXN SMILES: Br[C:2]1[CH:3]=[C:4]([C:8]2[N:13]=[C:12]([C:14]3[CH:19]=[CH:18][C:17]([Cl:20])=[CH:16][CH:15]=3)[CH:11]=[C:10]([C:21]([F:24])([F:23])[F:22])[N:9]=2)[CH:5]=[CH:6][CH:7]=1.[NH2:25][C:26]1[CH:31]=[CH:30][C:29](B2OC(C)(C)C(C)(C)O2)=[CH:28][N:27]=1>>[Cl:20][C:17]1[CH:18]=[CH:19][C:14]([C:12]2[CH:11]=[C:10]([C:21]([F:24])([F:23])[F:22])[N:9]=[C:8]([C:4]3[CH:3]=[C:2]([C:29]4[CH:30]=[CH:31][C:26]([NH2:25])=[N:27][CH:28]=4)[CH:7]=[CH:6][CH:5]=3)[N:13]=2)=[CH:15][CH:16]=1. Procedure: The title compound was prepared from 2-(3-bromo-phenyl)-4-(4-chloro-phenyl)-6-trifluoromethyl-pyrimidine (example E.4) (0.21 g, 0.5 mmol) and commercially available 2-amino-5-(4,4,5,5-tetramethyl-1,3,2-dioxaborolan-2-yl)pyridine (0.14 g, 0.65 mmol) according to the general procedure VI. Obtained as an off-white solid (0.14 g, 66%). MS (ISP) 427.0 [(M+H)+]; mp 171° C.